Task: describe an organic reaction: reactants, conditions, products, and yield. Dataset: the Open Reaction Database (ORD), a public repository of structured organic reaction records Starting materials: C(C)(C)(C)OC(=O)NC1=CC=C(C=CC(=O)OCC)C=C1 (ethyl 4-(tert-butoxycarbonylamino)cinnamate), O (water), [H-].[Na+] (sodium hydride), COCCBr (2-bromoethyl methyl ether). Run in CN(C=O)C (N,N-dimethylformamide), ice water, CN(C=O)C (N,N-dimethylformamide). Reaction conditions: time 1 hour. The product is C(C)(C)(C)OC(=O)N(CCOC)C1=CC=C(C=CC(=O)OCC)C=C1 (ethyl 4-[N-tert-butoxycarbonyl-N-(2-methoxyethyl)amino]cinnamate). Isolated yield 78.0%. Reaction SMILES: [H-].[Na+].[C:3]([O:7][C:8]([NH:10][C:11]1[CH:23]=[CH:22][C:14]([CH:15]=[CH:16][C:17]([O:19][CH2:20][CH3:21])=[O:18])=[CH:13][CH:12]=1)=[O:9])([CH3:6])([CH3:5])[CH3:4].[CH3:24][O:25][CH2:26][CH2:27]Br.O>CN(C)C=O>[C:3]([O:7][C:8]([N:10]([C:11]1[CH:12]=[CH:13][C:14]([CH:15]=[CH:16][C:17]([O:19][CH2:20][CH3:21])=[O:18])=[CH:22][CH:23]=1)[CH2:27][CH2:26][O:25][CH3:24])=[O:9])([CH3:4])([CH3:5])[CH3:6] |f:0.1|. Procedure details: To a suspension of sodium hydride (60% dispersion in mineral oil, 165 mg) in N,N-dimethylformamide (1 ml) was added dropwise a solution of ethyl 4-(tert-butoxycarbonylamino)cinnamate (1.00 g) in N,N-dimethylformamide (5 ml) in ice water bath under nitrogen and stirred for 1 hour under same condition. To the mixture was added 2-bromoethyl methyl ether (602 mg) and stirred for 1 hour at same condition and at ambient temperature for 20 hours. The reaction mixture was poured into water and extracted... Starting materials: COC1=CC=C(C=C1)C1=C(C2=C(S1)C=CC=C2)C(=C)C2=CC=C(C=C2)OC (methyl 4-[1-[2-(4-methoxyphenyl)benzo[b]thiophen-3-yl]ethenyl]phenyl ether). Solvent: hexanes, CCOC(=O)C (EtOAc). The product is OC1=CC=C(C=C1)C1=C(C2=C(S1)C=CC=C2)C(=C)C2=CC=C(C=C2)O (4-[1-[2-(4-Hydroxyphenyl)benzo[b]thiophen-3-yl]ethenyl]phenol). Yield: 67.0%. Reaction SMILES: C[O:2][C:3]1[CH:8]=[CH:7][C:6]([C:9]2[S:13][C:12]3[CH:14]=[CH:15][CH:16]=[CH:17][C:11]=3[C:10]=2[C:18]([C:20]2[CH:25]=[CH:24][C:23]([O:26]C)=[CH:22][CH:21]=2)=[CH2:19])=[CH:5][CH:4]=1>CCOC(C)=O>[OH:2][C:3]1[CH:4]=[CH:5][C:6]([C:9]2[S:13][C:12]3[CH:14]=[CH:15][CH:16]=[CH:17][C:11]=3[C:10]=2[C:18]([C:20]2[CH:21]=[CH:22][C:23]([OH:26])=[CH:24][CH:25]=2)=[CH2:19])=[CH:7][CH:8]=1. Procedure: By essentially following the procedure detailed in Example 5, Part B, the title compound was prepared from methyl 4-[1-[2-(4-methoxyphenyl)benzo[b]thiophen-3-yl]ethenyl]phenyl ether (Part A) in 67% yield as a yellow solid following radial chromatography (SiO2; gradient of 20-40% EtOAc in hexanes). Reactants: C(C1=CC=CC=C1)N1C(CNCC1)=O (1-benzylpiperazin-2-one), C(C)OC=C(C(=O)OCC)C(=O)OCC (diethyl ethoxymethylenemalonate), C[Si](C)(C)[N-][Si](C)(C)C.[Li+] (lithium bis(trimethylsilyl)amide), C1CCOC1 (THF). Solvent: C1(=CC=CC=C1)C (toluene). Run at temperature 80 celsius, time 8 hour. Yields the product C(C1=CC=CC=C1)N1C(C=2N(CC1)C=C(C2O)C(=O)OCC)=O (Ethyl 2-benzyl-8-hydroxy-1-oxo-1,2,3,4-tetrahydropyrrolo[1,2-α]pyrazine-7-carboxylate). Reaction SMILES: [CH2:1]([N:8]1[CH2:13][CH2:12][NH:11][CH2:10][C:9]1=[O:14])[C:2]1[CH:7]=[CH:6][CH:5]=[CH:4][CH:3]=1.C([O:17][CH:18]=[C:19]([C:25](OCC)=O)[C:20]([O:22][CH2:23][CH3:24])=[O:21])C.C[Si]([N-][Si](C)(C)C)(C)C.[Li+].C1COCC1>C1(C)C=CC=CC=1>[CH2:1]([N:8]1[CH2:13][CH2:12][N:11]2[CH:25]=[C:19]([C:20]([O:22][CH2:23][CH3:24])=[O:21])[C:18]([OH:17])=[C:10]2[C:9]1=[O:14])[C:2]1[CH:3]=[CH:4][CH:5]=[CH:6][CH:7]=1 |f:2.3|. Reported procedure: A mixture of 1-benzylpiperazin-2-one (0.29 g, 1.54 mmol) and diethyl ethoxymethylenemalonate (0.35 g, 1.63 mmol) in toluene was heated in a sealed tube at 80° C. for 4 hours. The resultant mixture was concentrated under vacuum. The residue was dissolved in anhydrous DMF (10 mL), cooled to 0° C. under an atmosphere of nitrogen, and treated with a solution of lithium bis(trimethylsilyl)amide in THF (1 M, 2.0 mL, 2.0 mmol). The reaction mixture was stirred at room temperature overnight and concentr... The reactants are C(C)(C)O (isopropyl alcohol), Cl (hydrochloric acid), CN(C)CC1=CC=C(O1)CSCCNC(=C[N+](=O)[O-])NCCO (N-[2-[[(5-[(dimethylamino)methyl]-2-furanyl)methyl]thio]ethyl]-N'-(2-hydroxyethyl)-2-nitro-1,1-ethenediamine). Run in C(C)O (ethanol). Run at time 8 hour. Product: Cl.CN(C)CC1=CC=C(O1)CSCCNC(=C[N+](=O)[O-])NCCO (N-[2-[[(5-[(dimethylamino)methyl]-2-furanyl)methyl]thio]ethyl]-N'-(2-hydroxyethyl)-2-nitro-1,1-ethenediamine hydrochloride). RXN SMILES: [CH3:1][N:2]([CH2:4][C:5]1[O:9][C:8]([CH2:10][S:11][CH2:12][CH2:13][NH:14][C:15]([NH:20][CH2:21][CH2:22][OH:23])=[CH:16][N+:17]([O-:19])=[O:18])=[CH:7][CH:6]=1)[CH3:3].C(O)(C)C.[ClH:28]>C(O)C>[ClH:28].[CH3:3][N:2]([CH2:4][C:5]1[O:9][C:8]([CH2:10][S:11][CH2:12][CH2:13][NH:14][C:15]([NH:20][CH2:21][CH2:22][OH:23])=[CH:16][N+:17]([O-:19])=[O:18])=[CH:7][CH:6]=1)[CH3:1] |f:4.5|. Procedure: a 20 g sample of N-[2-[[(5-[(dimethylamino)methyl]-2-furanyl)methyl]thio]ethyl]-N'-(2-hydroxyethyl)-2-nitro-1,1-ethenediamine (58 mmoles) was dissolved in 100 ml of ethanol (99-100%) and there were added slowly 25 ml of isopropyl alcohol containing 58 mmoles of hydrochloric acid. The mixture was left under stirring overnight and the solid precipitate was filtered, washed with ethanol and dried to give 18 g of N-[2-[[(5-[(dimethylamino)methyl]-2-furanyl)methyl]thio]ethyl]-N'-(2-hydroxyethyl)-2-ni... Starting materials: ClC1=CC=C(C#N)C=C1 (4-chlorobenzonitrile), C(C)(=S)N (thioacetamide), Cl (hydrogen chloride). Run in CN(C=O)C (dimethylformamide). The product is ClC1=CC=C(C(=S)N)C=C1 (4-chlorothiobenzamide). Yield: 70.4%. Reaction SMILES: [Cl:1][C:2]1[CH:9]=[CH:8][C:5]([C:6]#[N:7])=[CH:4][CH:3]=1.C(N)(=[S:12])C.Cl>CN(C)C=O>[Cl:1][C:2]1[CH:9]=[CH:8][C:5]([C:6]([NH2:7])=[S:12])=[CH:4][CH:3]=1. Reported procedure: A mixture of 55.03 g of 4-chlorobenzonitrile, 75.13 g of thioacetamide and 600 ml of dimethylformamide was saturated with dry hydrogen chloride gas while being chilled in an ice bath. The mixture was then distilled slowly on an oil bath at 100° C. When the liquid had been removed, aqueous sodium bicarbonate was added. The solid was collected and recrystallized from toluene, giving 48.35 g of 4-chlorothiobenzamide as yellow crystals.